This data is from the Open Reaction Database (ORD), a public repository of structured organic reaction records. The task is: describe an organic reaction: reactants, conditions, products, and yield Starting materials: ClC1=CC=C(C=C1)C=1C=C(C=NC1OCC(F)(F)F)N (5-(4-chloro-phenyl)-6-(2,2, 2-trifluoro-ethoxy)-pyridin-3-ylamine), CC=1N=NSC1C(=O)O (4-methyl-1,2,3-thiadiazole-5-carboxylic acid). Procedure: The title compound was synthesized in analogy to Example 1, using 5-(4-chloro-phenyl)-6-(2,2, 2-trifluoro-ethoxy)-pyridin-3-ylamine and 4-methyl-1,2,3-thiadiazole-5-carboxylic acid, as starting materials, MS (LC/MS): 429.2 (M+H). Product: ClC1=CC=C(C=C1)C=1C=C(C=NC1OCC(F)(F)F)NC(=O)C1=C(N=NS1)C (4-methyl-1,2,3-thiadiazole-5-carboxylic acid[5-(4-chloro-phenyl)-6-(2,2,2-trifluoro-ethoxy)-pyridin-3-yl]-amide). Reaction SMILES: [Cl:1][C:2]1[CH:7]=[CH:6][C:5]([C:8]2[CH:9]=[C:10]([NH2:20])[CH:11]=[N:12][C:13]=2[O:14][CH2:15][C:16]([F:19])([F:18])[F:17])=[CH:4][CH:3]=1.[CH3:21][C:22]1[N:23]=[N:24][S:25][C:26]=1[C:27](O)=[O:28]>>[Cl:1][C:2]1[CH:3]=[CH:4][C:5]([C:8]2[CH:9]=[C:10]([NH:20][C:27]([C:26]3[S:25][N:24]=[N:23][C:22]=3[CH3:21])=[O:28])[CH:11]=[N:12][C:13]=2[O:14][CH2:15][C:16]([F:17])([F:18])[F:19])=[CH:6][CH:7]=1. Reactants: C1(=CC=CC=C1)C(=O)C(C1=CC=CC=C1)Br (desyl bromide), OC=1C=C(C=CC1)C1=CC(=CC=C1)C(=O)O (3'-hydroxy-3-biphenylcarboxylic acid), [Na] (Sodium). Reagents/catalysts: S(O)(O)(=O)=O (sulfuric acid). Solvent: C(C)O (ethanol). Run at time 20 minute. Product: OC=1C=C(C=CC1)C1=CC(=CC=C1)C(=O)OC(C(C1=CC=CC=C1)=O)C1=CC=CC=C1 (2-oxo-1,2-diphenylethyl 3'-hydroxy-3-biphenylcarboxylate). Yield: 78.1%. Reaction SMILES: [Na].[OH:2][C:3]1[CH:4]=[C:5]([C:9]2[CH:14]=[CH:13][CH:12]=[C:11]([C:15]([OH:17])=[O:16])[CH:10]=2)[CH:6]=[CH:7][CH:8]=1.[C:18]1([C:24]([CH:26](Br)[C:27]2[CH:32]=[CH:31][CH:30]=[CH:29][CH:28]=2)=[O:25])[CH:23]=[CH:22][CH:21]=[CH:20][CH:19]=1>C(O)C.S(=O)(=O)(O)O>[OH:2][C:3]1[CH:4]=[C:5]([C:9]2[CH:14]=[CH:13][CH:12]=[C:11]([C:15]([O:17][CH:26]([C:27]3[CH:32]=[CH:31][CH:30]=[CH:29][CH:28]=3)[C:24](=[O:25])[C:18]3[CH:23]=[CH:22][CH:21]=[CH:20][CH:19]=3)=[O:16])[CH:10]=2)[CH:6]=[CH:7][CH:8]=1 |^1:0|. Reported procedure: Sodium (64 mg) was dissolved in ethanol (10 ml) and 3'-hydroxy-3-biphenylcarboxylic acid (0.5 g) was added thereto. The mixture was stirred at room temperature for 20 minutes, and then conc. sulfuric acid (1 drop) and desyl bromide (642 mg) was added thereto. The resulting mixture was stirred under reflux for 3 hours, cooled to room temperature, and partitioned between water and ethyl acetate. The organic layer was washed successively with water (twice), 1N hydrochloric acid, sodium bicarbonate ... Starting materials: NC1=C(NC2=C(C3=C(S2)C=CC=C3)C(=O)OCC)C=CC(=C1)OC (ethyl 2-(2-amino-4-methoxy-anilino)benzo[b]thiophene-3-carboxylate), CN1CCNCC1 (1-methylpiperazine), C1(=CC=CC=C1)OC (anisole). Reagents/catalysts: [Ti](Cl)(Cl)(Cl)Cl (titanium tetrachloride). Product: COC=1C=CC2=C(N=C(C3=C(N2)SC2=C3C=CC=C2)N2CCN(CC2)C)C1 (9-methoxy-12-(4-methylpiperazin-1-yl)-6H-[1]benzothieno[2,3-b][1,5]benzodiazepine). RXN SMILES: [NH2:1][C:2]1[CH:22]=[C:21]([O:23][CH3:24])[CH:20]=[CH:19][C:3]=1[NH:4][C:5]1[S:9][C:8]2[CH:10]=[CH:11][CH:12]=[CH:13][C:7]=2[C:6]=1[C:14](OCC)=O.[CH3:25][N:26]1[CH2:31][CH2:30][NH:29][CH2:28][CH2:27]1.C1(OC)C=CC=CC=1>[Ti](Cl)(Cl)(Cl)Cl>[CH3:24][O:23][C:21]1[CH:20]=[CH:19][C:3]2[NH:4][C:5]3[S:9][C:8]4[CH:10]=[CH:11][CH:12]=[CH:13][C:7]=4[C:6]=3[C:14]([N:29]3[CH2:30][CH2:31][N:26]([CH3:25])[CH2:27][CH2:28]3)=[N:1][C:2]=2[CH:22]=1. Procedure: In the same manner as in Example 1 and using ethyl 2-(2-amino-4-methoxy-anilino)benzo[b]thiophene-3-carboxylate, 1-methylpiperazine, anisole and titanium tetrachloride, 9-methoxy-12-(4-methylpiperazin-1-yl)-6H-[1]benzothieno[2,3-b][1,5]benzodiazepine is obtained. Starting materials: CSc1ncc2ccc(Br)n2n1, CC(=O)[O-], CC(=O)[O-], CCO, [Na+], [Na+], O=C([O-])[O-], C1CCOC1, OB(O)c1ccccc1O, [Pd+2], c1ccc(P(c2ccccc2)c2ccccc2)cc1. Yields the product CSc1ncc2ccc(-c3ccccc3O)n2n1. As a reaction SMILES: [Br:25][c:26]1[cH:27][cH:28][c:29]2[cH:30][n:31][c:32]([S:35][CH3:36])[n:33][n:34]12.[C:56]([O-:57])(=[O:58])[CH3:59].[C:61]([O-:62])(=[O:63])[CH3:64].[CH3:53][CH2:54][OH:55].[Na+:47].[Na+:48].[O-:49][C:50](=[O:51])[O-:52].[O:20]1[CH2:21][CH2:22][CH2:23][CH2:24]1.[OH:37][c:38]1[c:39]([B:44]([OH:45])[OH:46])[cH:40][cH:41][cH:42][cH:43]1.[Pd+2:60].[c:1]1([P:2]([c:3]2[cH:4][cH:5][cH:6][cH:7][cH:8]2)[c:9]2[cH:10][cH:11][cH:12][cH:13][cH:14]2)[cH:15][cH:16][cH:17][cH:18][cH:19]1>>[c:26]1(-[c:39]2[c:38]([OH:37])[cH:43][cH:42][cH:41][cH:40]2)[cH:27][cH:28][c:29]2[cH:30][n:31][c:32]([S:35][CH3:36])[n:33][n:34]12. Reactants: O=C(O)c1ccc(C(=O)NOCCC23CC4CC(CC(C4)C2)C3)cc1, O=C([O-])O, C1CCOC1, ClC(Cl)Cl, Cl, Cl, NO, [Na+], [Na+], [OH-], O=S(Cl)Cl, c1ccncc1. Yields the product O=C(NO)c1ccc(C(=O)NOCCC23CC4CC(CC(C4)C2)C3)cc1. As a reaction SMILES: [C:1]12([CH2:11][CH2:12][O:13][NH:14][C:15](=[O:16])[c:17]3[cH:18][cH:19][c:20]([C:21]([OH:22])=[O:23])[cH:24][cH:25]3)[CH2:2][CH:3]3[CH2:4][CH:5]([CH2:6][CH:7]([CH2:8]1)[CH2:9]3)[CH2:10]2.[C:33]([OH:34])([O-:35])=[O:36].[CH2:45]1[O:46][CH2:47][CH2:48][CH2:49]1.[CH:41]([Cl:42])([Cl:43])[Cl:44].[ClH:30].[ClH:40].[NH2:31][OH:32].[Na+:37].[Na+:39].[OH-:38].[S:26]([Cl:27])([Cl:28])=[O:29].[cH:50]1[cH:51][cH:52][n:53][cH:54][cH:55]1>>[C:1]12([CH2:11][CH2:12][O:13][NH:14][C:15](=[O:16])[c:17]3[cH:18][cH:19][c:20]([C:33]([NH:31][OH:32])=[O:36])[cH:24][cH:25]3)[CH2:2][CH:3]3[CH2:4][CH:5]([CH2:6][CH:7]([CH2:8]1)[CH2:9]3)[CH2:10]2. The reactants are [BH4-], CCO, [Na+], CCOC(=O)C1CC(=O)C1, O. The product is CCOC(=O)C1CC(O)C1. Reaction SMILES: [BH4-:11].[CH3:14][CH2:15][OH:16].[Na+:12].[O:1]=[C:2]1[CH2:3][CH:4]([C:6](=[O:7])[O:8][CH2:9][CH3:10])[CH2:5]1.[OH2:13]>>[OH:1][CH:2]1[CH2:3][CH:4]([C:6](=[O:7])[O:8][CH2:9][CH3:10])[CH2:5]1. The reactants are NC=1C=C(C=CC1Cl)O (3-amino-4-chlorophenol), C(C)(C)(C)SC(C(C(C)=O)CC1=CC=C(C=C1)N1N=CC=C1)=O (3-oxo-2-(4-pyrazol-1-ylbenzyl)thiobutyric acid S-tert-butyl ester). Reagents/catalysts: FC(C(=O)[O-])(F)F.[Ag+] (Silver trifluoroacetate). Solvent: COCCOC (1,2-dimethoxyethane). Conditions: time 4 hour. Product: ClC1=C(C=C(C=C1)O)NC(C(C(C)=O)CC1=CC=C(C=C1)N1N=CC=C1)=O (N-(2-chloro-5-hydroxyphenyl)-3-oxo-2-(4-pyrazol-1-ylbenzyl)butyramide). Yield: 61.4%. As a reaction SMILES: [NH2:1][C:2]1[CH:3]=[C:4]([OH:9])[CH:5]=[CH:6][C:7]=1[Cl:8].C(S[C:15](=[O:32])[CH:16]([CH2:20][C:21]1[CH:26]=[CH:25][C:24]([N:27]2[CH:31]=[CH:30][CH:29]=[N:28]2)=[CH:23][CH:22]=1)[C:17](=[O:19])[CH3:18])(C)(C)C>COCCOC.FC(F)(F)C([O-])=O.[Ag+]>[Cl:8][C:7]1[CH:6]=[CH:5][C:4]([OH:9])=[CH:3][C:2]=1[NH:1][C:15](=[O:32])[CH:16]([CH2:20][C:21]1[CH:26]=[CH:25][C:24]([N:27]2[CH:31]=[CH:30][CH:29]=[N:28]2)=[CH:23][CH:22]=1)[C:17](=[O:19])[CH3:18] |f:3.4|. Procedure details: Silver trifluoroacetate (1.5 g) was added, over a period of 1 hour, to a stirred solution of 3-amino-4-chlorophenol (0.67 g) and 3-oxo-2-(4-pyrazol-1-ylbenzyl)thiobutyric acid S-tert-butyl ester (1.7 g) in 1,2-dimethoxyethane (10 mL) at room temperature, and the resulting mixture was stirred at room temperature for 4 hours. The mixture was concentrated under reduced pressure and the residue purified by column chromatography on silica gel, eluting with a mixture of dichloromethane and ethyl aceta...